Dataset: the Open Reaction Database (ORD), a public repository of structured organic reaction records. Task: describe an organic reaction: reactants, conditions, products, and yield Reactants: OC1=C(C(=CC(=C1)C)C)CCCC(C)(O)C (5-(2-hydroxy-4,6-dimethylphenyl)-2-methylpentan-2-ol), C1(=CC=C(C=C1)S(=O)(=O)O)C (p-toluenesulphonic acid), O (water). Solvent: C1=CC=CC=C1 (benzene). Product: CC1(OC2=C(CCC1)C(=CC(=C2)C)C)C (2,3,4,5-tetrahydro-2,2,6,8-tetramethyl-1-benzoxepin). Yield: 97.9%. RXN SMILES: O[C:2]1[CH:7]=[C:6]([CH3:8])[CH:5]=[C:4]([CH3:9])[C:3]=1[CH2:10][CH2:11][CH2:12][C:13]([CH3:16])([OH:15])[CH3:14].C1(C)C=CC(S(O)(=O)=O)=CC=1.O>C1C=CC=CC=1>[CH3:14][C:13]1([CH3:16])[CH2:12][CH2:11][CH2:10][C:3]2[C:4]([CH3:9])=[CH:5][C:6]([CH3:8])=[CH:7][C:2]=2[O:15]1. Reported procedure: A solution of the diol (D) (100 mg, 0.45 mM) and p-toluenesulphonic acid (10 mg) in benzene (20 ml) was heated for 1 hour under reflux in an apparatus for the azeotropic removal of water. The reaction solution was cooled, and washed with aqueous sodium hydroxide (2M), followed by brine. The dried (Na2SO4) solution was concentrated in vacuo. The residual oil was purified by flash chromatography, eluting with toluene/hexane (1:1 v/v), to give 2,3,4,5-tetrahydro-2,2,6,8-tetramethyl-1-benzoxepin (E)... Reactants: C(CCC)[Li] (butyl-lithium), COC=1C=C(C(=O)[O-])C=CC1.[Na+] (sodium 3-methoxybenzoate), BrC1=CC=C(C=C1)C(F)(F)F (para-bromo-trifluoromethylbenzene), BrC1=CC=C(C=C1)C(F)(F)F (para-bromo-trifluoromethylbenzene). The solvent is CCOCC (ether), O (water), CCOCC (ether). Reaction conditions: time 64 hour. Product: FC(C1=CC=C(C=C1)C(C1=CC(=CC=C1)OC)=O)(F)F (4'-trifluoromethyl-3-methoxybenzophenone). Yield: 55.0%. Reaction SMILES: Br[C:2]1[CH:7]=[CH:6][C:5]([C:8]([F:11])([F:10])[F:9])=[CH:4][CH:3]=1.C([Li])CCC.[CH3:17][O:18][C:19]1[CH:20]=[C:21]([CH:25]=[CH:26][CH:27]=1)[C:22]([O-])=[O:23].[Na+]>CCOCC.O>[F:9][C:8]([F:11])([F:10])[C:5]1[CH:6]=[CH:7][C:2]([C:22](=[O:23])[C:21]2[CH:25]=[CH:26][CH:27]=[C:19]([O:18][CH3:17])[CH:20]=2)=[CH:3][CH:4]=1 |f:2.3|. Procedure details: This is carried out under nitrogen at -60° C. 0.29 mol (65 g) of para-bromo-trifluoromethylbenzene dissolved in 100 ml of anhydrous ether is added dropwise to 0.29 mol of butyl-lithium in solution in ether (1.48 mol/liter). The reaction is followed by gas phase chromatography; when there is no longer any remaining para-bromo-trifluoromethylbenzene, 0.29 mol (50.5 g) of sodium 3-methoxybenzoate is added. The mixture is allowed to return to ambient temperature. After stirring for 64 hours, it is h... The reactants are OC=1C=C(C=CC1)C1C(NCCCC1)=O (hexahydro-3-(3-hydroxyphenyl)-2H-azepin-2-one), C([O-])([O-])=O.[K+].[K+] (potassium carbonate), S(=O)(=O)(OC)OC (dimethyl sulphate). The solvent is CC(=O)C (acetone). Yields the product COC=1C=C(C=CC1)C1C(NCCCC1)=O (Hexahydro-3-(3-methoxyphenyl)-2H-azepin-2-one). As a reaction SMILES: [OH:1][C:2]1[CH:3]=[C:4]([CH:8]2[CH2:14][CH2:13][CH2:12][CH2:11][NH:10][C:9]2=[O:15])[CH:5]=[CH:6][CH:7]=1.[C:16](=O)([O-])[O-].[K+].[K+].S(OC)(OC)(=O)=O>CC(C)=O>[CH3:16][O:1][C:2]1[CH:3]=[C:4]([CH:8]2[CH2:14][CH2:13][CH2:12][CH2:11][NH:10][C:9]2=[O:15])[CH:5]=[CH:6][CH:7]=1 |f:1.2.3|. Procedure details: A suspension of hexahydro-3-(3-hydroxyphenyl)-2H-azepin-2-one (4.1 g), anhydrous potassium carbonate (5.6 g) and dimethyl sulphate (2.52 g) was heated under reflux with stirring in acetone (50 ml). After cooling the solution was filtered and evaporated to dryness under reduced pressure. The product was recrystallised from diisopropyl ether/ethyl acetate affording the title compound, identical to that obtained by the method of Example 1. The reactants are C1(CCCCC1)N=C=NC1CCCCC1 (1,3-Dicyclohexylcarbodiimide), CC1=C(C(=CC=C1)C)NC(=O)CN1CCN(CC1)CC(=O)O (4-[[[(2,6-dimethylphenyl)amino]carbonyl]methyl]-1-piperazineacetic acid), OC(C(=O)C1=CC=C(C=C1)CC)C1=CC=C(C=C1)CC (2-hydroxy-1,2-di-(4-ethylphenyl)ethanone), CN(C)C1=NC=CC=C1 (dimethylaminopyridine), C1(CCCCC1)N=C=NC1CCCCC1 (DCC). Reagents/catalysts: CN(C)C=1C=CN=CC1 (DMAP). Solvent: C(C)(=O)OCC (ethyl acetate), CN(C=O)C (dimethylformamide). Run at time 2 hour. The product is CC1=C(C(=CC=C1)C)NC(=O)CN1CCN(CC1)CC(=O)OC(C(C1=CC=C(C=C1)CC)=O)C1=CC=C(C=C1)CC (2-Oxo-1,2-di-(4-ethylphenyl)ethyl 4-[[[(2,6-dimethylphenyl)amino]carbonyl]-methyl]-1-piperazineacetate). The yield is 27.5%. RXN SMILES: C1(N=C=NC2CCCCC2)CCCCC1.[CH3:16][C:17]1[CH:22]=[CH:21][CH:20]=[C:19]([CH3:23])[C:18]=1[NH:24][C:25]([CH2:27][N:28]1[CH2:33][CH2:32][N:31]([CH2:34][C:35]([OH:37])=[O:36])[CH2:30][CH2:29]1)=[O:26].[OH:38][CH:39]([C:50]1[CH:55]=[CH:54][C:53]([CH2:56][CH3:57])=[CH:52][CH:51]=1)[C:40]([C:42]1[CH:47]=[CH:46][C:45]([CH2:48][CH3:49])=[CH:44][CH:43]=1)=O.CN(C1C=CC=CN=1)C>CN(C)C=O.CN(C1C=CN=CC=1)C.C(OCC)(=O)C>[CH3:23][C:19]1[CH:20]=[CH:21][CH:22]=[C:17]([CH3:16])[C:18]=1[NH:24][C:25]([CH2:27][N:28]1[CH2:33][CH2:32][N:31]([CH2:34][C:35]([O:37][CH:40]([C:42]2[CH:43]=[CH:44][C:45]([CH2:48][CH3:49])=[CH:46][CH:47]=2)[C:39](=[O:38])[C:50]2[CH:51]=[CH:52][C:53]([CH2:56][CH3:57])=[CH:54][CH:55]=2)=[O:36])[CH2:30][CH2:29]1)=[O:26]. Procedure details: 1,3-Dicyclohexylcarbodiimide (DCC; 0.81 g, 3.92 mmol) was added in one portion to a rapidly-stirred mixture of 4-[[[(2,6-dimethylphenyl)amino]carbonyl]methyl]-1-piperazineacetic acid (1.0 g, 3.27 mmol), 2-hydroxy-1,2-di-(4-ethylphenyl)ethanone (IX; 0.88 g, 3.27 mmol) and dimethylaminopyridine (DMAP: 40 mg) in anhydrous dimethylformamide (25 mL). After 2 hours at ambient temperature, an additional equivalent of DCC and DMAP were added. The mixture was stirred further for 22 hours at room temperat... Reactants: CCOC(C)=O, [H-], CI, [Na+], CN(C)C=O, COc1ccc(-c2ccc(=O)n(Cc3ccc(CO)cc3)c2)cc1. Product: COCc1ccc(Cn2cc(-c3ccc(OC)cc3)ccc2=O)cc1. RXN SMILES: [CH3:34][CH2:35][O:36][C:37]([CH3:38])=[O:39].[H-:26].[I:27][CH3:28].[Na+:25].[O:29]=[CH:30][N:31]([CH3:32])[CH3:33].[OH:1][CH2:2][c:3]1[cH:4][cH:5][c:6]([CH2:7][n:8]2[c:9](=[O:22])[cH:10][cH:11][c:12](-[c:14]3[cH:15][cH:16][c:17]([O:20][CH3:21])[cH:18][cH:19]3)[cH:13]2)[cH:23][cH:24]1>>[O:1]([CH2:2][c:3]1[cH:4][cH:5][c:6]([CH2:7][n:8]2[c:9](=[O:22])[cH:10][cH:11][c:12](-[c:14]3[cH:15][cH:16][c:17]([O:20][CH3:21])[cH:18][cH:19]3)[cH:13]2)[cH:23][cH:24]1)[CH3:28]. The reactants are COC1=CC=C(C=C1C(=O)O)C(=O)N (6-methoxyisophthalamic acid), NC=1C=C2C=CNC2=CC1 (5-aminoindole). Reported procedure: The captioned compound was synthesized from 6-methoxyisophthalamic acid and 5-aminoindole by the same procedure as in the manufacturing method described in step C of Example 1-3-1. RXN SMILES: [CH3:1][O:2][C:3]1[C:8]([C:9]([OH:11])=O)=[CH:7][C:6]([C:12]([NH2:14])=[O:13])=[CH:5][CH:4]=1.[NH2:15][C:16]1[CH:17]=[C:18]2[C:22](=[CH:23][CH:24]=1)[NH:21][CH:20]=[CH:19]2>>[NH:21]1[C:22]2[C:18](=[CH:17][C:16]([NH:15][C:9](=[O:11])[C:8]3[CH:7]=[C:6]([CH:5]=[CH:4][C:3]=3[O:2][CH3:1])[C:12]([NH2:14])=[O:13])=[CH:24][CH:23]=2)[CH:19]=[CH:20]1. The product is N1C=CC2=CC(=CC=C12)NC(C=1C=C(C(=O)N)C=CC1OC)=O (3-N-(1H-indol-5-yl)-4-methoxyisophthalamide). Starting materials: CCN=C=NCCCN(C)C, CN(C)c1ccc(-c2nc3c(C(=O)O)cccc3o2)cc1, CCOC(C)=O, CCN(C(C)C)C(C)C, Cl, Cl, Cl, CN1C2CCCC1CC(N)C2, CN(C)C=O, On1nnc2ccccc21. Yields the product CN(C)c1ccc(-c2nc3c(C(=O)NC4CC5CCCC(C4)N5C)cccc3o2)cc1. RXN SMILES: [CH2:36]([N:37]=[C:38]=[N:39][CH2:40][CH2:41][CH2:42][N:43]([CH3:44])[CH3:45])[CH3:46].[CH3:1][N:2]([c:3]1[cH:4][cH:5][c:6](-[c:9]2[o:10][c:11]3[c:12]([n:13]2)[c:14]([C:18](=[O:19])[OH:20])[cH:15][cH:16][cH:17]3)[cH:7][cH:8]1)[CH3:21].[CH3:71][CH2:72][O:73][C:74](=[O:75])[CH3:76].[CH:57]([N:58]([CH2:59][CH3:60])[CH:61]([CH3:62])[CH3:63])([CH3:64])[CH3:65].[ClH:22].[ClH:23].[ClH:35].[NH2:24][CH:25]1[CH2:26][CH:27]2[CH2:28][CH2:29][CH2:30][CH:31]([CH2:32]1)[N:33]2[CH3:34].[O:66]=[CH:67][N:68]([CH3:69])[CH3:70].[OH:47][n:48]1[c:49]2[cH:50][cH:51][cH:52][cH:53][c:54]2[n:55][n:56]1>>[CH3:1][N:2]([c:3]1[cH:4][cH:5][c:6](-[c:9]2[o:10][c:11]3[c:12]([n:13]2)[c:14]([C:18](=[O:19])[NH:24][CH:25]2[CH2:26][CH:27]4[CH2:28][CH2:29][CH2:30][CH:31]([CH2:32]2)[N:33]4[CH3:34])[cH:15][cH:16][cH:17]3)[cH:7][cH:8]1)[CH3:21].